Dataset: the Open Reaction Database (ORD), a public repository of structured organic reaction records. Task: describe an organic reaction: reactants, conditions, products, and yield Starting materials: CON(C)C(=O)c1cn(-c2cccc(-c3ccccc3OC(F)(F)F)c2)cn1, c1cscn1. Yields the product O=C(c1cn(-c2cccc(-c3ccccc3OC(F)(F)F)c2)cn1)c1nccs1. As a reaction SMILES: [CH3:1][O:2][N:3]([C:4](=[O:5])[c:6]1[n:7][cH:8][n:9](-[c:11]2[cH:12][c:13](-[c:17]3[c:18]([O:23][C:24]([F:25])([F:26])[F:27])[cH:19][cH:20][cH:21][cH:22]3)[cH:14][cH:15][cH:16]2)[cH:10]1)[CH3:28].[cH:29]1[cH:30][s:31][cH:32][n:33]1>>[C:4](=[O:5])([c:6]1[n:7][cH:8][n:9](-[c:11]2[cH:12][c:13](-[c:17]3[c:18]([O:23][C:24]([F:25])([F:26])[F:27])[cH:19][cH:20][cH:21][cH:22]3)[cH:14][cH:15][cH:16]2)[cH:10]1)[c:32]1[s:31][cH:30][cH:29][n:33]1. Starting materials: [N+](=O)([O-])C1=CC=C2C(=NC=NC2=C1)NC(OC(C)(C)C)=O (tert-butyl 7-nitroquinazolin-4-ylcarbamate). Reagents/catalysts: [Pd] (Pd—C). The solvent is C1CCOC1 (THF), CO (MeOH). Reaction conditions: time 8 hour. Product: NC1=CC=C2C(=NC=NC2=C1)NC(OC(C)(C)C)=O (tert-butyl 7-aminoquinazolin-4-ylcarbamate). The yield is 71.6%. As a reaction SMILES: [N+:1]([C:4]1[CH:13]=[C:12]2[C:7]([C:8]([NH:14][C:15](=[O:21])[O:16][C:17]([CH3:20])([CH3:19])[CH3:18])=[N:9][CH:10]=[N:11]2)=[CH:6][CH:5]=1)([O-])=O>C1COCC1.CO.[Pd]>[NH2:1][C:4]1[CH:13]=[C:12]2[C:7]([C:8]([NH:14][C:15](=[O:21])[O:16][C:17]([CH3:19])([CH3:18])[CH3:20])=[N:9][CH:10]=[N:11]2)=[CH:6][CH:5]=1. Procedure: A mixture of 600 mg of tert-butyl 7-nitroquinazolin-4-ylcarbamate and 150 mg of 10% Pd—C in 15 ml each of THF and MeOH was stirred overnight under a hydrogen balloon, filtered through a Celite® pad, concentrated and purified by chromatography eluting with 5% methanol in dichloromethane to provide 385 mg of tert-butyl 7-aminoquinazolin-4-ylcarbamate (Compound 98-4). MS m/e=261.1 (MH+) Reactants: COc1cc(CN(C)C(=O)C(Cc2ccccc2)N(CC=O)C(=O)OC(C)(C)C)cc(OC)c1OC, Cl, NC(CC(=O)O)Cc1c[nH]c2ccccc12. The product is COc1cc(CN(C)C(=O)C(Cc2ccccc2)N(CCNC(CC(=O)O)Cc2c[nH]c3ccccc23)C(=O)OC(C)(C)C)cc(OC)c1OC. As a reaction SMILES: [CH3:1][O:2][c:3]1[cH:4][c:5]([CH2:6][N:7]([C:8]([CH:9]([CH2:10][c:11]2[cH:12][cH:13][cH:14][cH:15][cH:16]2)[N:17]([C:18](=[O:19])[O:20][C:21]([CH3:22])([CH3:23])[CH3:24])[CH2:25][CH:26]=[O:27])=[O:28])[CH3:29])[cH:30][c:31]([O:35][CH3:36])[c:32]1[O:33][CH3:34].[ClH:37].[nH:38]1[cH:39][c:40]([CH2:47][CH:48]([CH2:49][C:50](=[O:51])[OH:52])[NH2:53])[c:41]2[cH:42][cH:43][cH:44][cH:45][c:46]12>>[CH3:1][O:2][c:3]1[cH:4][c:5]([CH2:6][N:7]([C:8]([CH:9]([CH2:10][c:11]2[cH:12][cH:13][cH:14][cH:15][cH:16]2)[N:17]([C:18](=[O:19])[O:20][C:21]([CH3:22])([CH3:23])[CH3:24])[CH2:25][CH2:26][NH:53][CH:48]([CH2:47][c:40]2[cH:39][nH:38][c:46]3[c:41]2[cH:42][cH:43][cH:44][cH:45]3)[CH2:49][C:50](=[O:51])[OH:52])=[O:28])[CH3:29])[cH:30][c:31]([O:35][CH3:36])[c:32]1[O:33][CH3:34]. Reactants: CCCCCC#Cc1ccc2cc(C(=O)OC)ccc2c1, [H][H], C1CCOC1, O=[Pt]. The product is CCCCCCCc1ccc2cc(C(=O)OC)ccc2c1. RXN SMILES: [C:1](#[C:2][CH2:3][CH2:4][CH2:5][CH2:6][CH3:7])[c:8]1[cH:9][c:10]2[cH:11][cH:12][c:13]([C:18](=[O:19])[O:20][CH3:21])[cH:14][c:15]2[cH:16][cH:17]1.[H:22][H:23].[O:24]1[CH2:25][CH2:26][CH2:27][CH2:28]1.[Pt:29]=[O:30]>>[CH2:1]([CH2:2][CH2:3][CH2:4][CH2:5][CH2:6][CH3:7])[c:8]1[cH:9][c:10]2[cH:11][cH:12][c:13]([C:18](=[O:19])[O:20][CH3:21])[cH:14][c:15]2[cH:16][cH:17]1.